From a dataset of the Open Reaction Database (ORD), a public repository of structured organic reaction records. describe an organic reaction: reactants, conditions, products, and yield Starting materials: [Li]CCCC (n-BuLi), BrC=1C=CC(=NC1)C#C[Si](C)(C)C(C)(C)C (5-bromo-2-[(tert-butyldimethylsilanyl)ethynyl]pyridine), [Cl-].[NH4+] (ammonium chloride), cis-1-{6-[(tert-butyldimethylsilanyl)ethynyl]pyridin-3-yl}-4-methylcyclohexanol, CC1CCC(CC1)=O (4-methylcyclohexanone), trans-1-{6-[(tert-butyldimethylsilanyl)ethynyl]pyridin-3-yl}-4-methylcyclohexanol. The solvent is CCOC(=O)C (EtOAc), C(C)OCC (diethyl ether), C1CCOC1 (THF), CCOC(=O)C (EtOAc). Conditions: time 2 minute. Product: [Si](C)(C)(C(C)(C)C)C#CC1=CC=C(C=N1)C1(CCC(CC1)C)O (1-{6-[(tert-butyldimethylsilanyl)ethynyl]pyridin-3-yl}-4-methylcyclohexanol). Reaction SMILES: [Li]CCCC.Br[C:7]1[CH:8]=[CH:9][C:10]([C:13]#[C:14][Si:15]([C:18]([CH3:21])([CH3:20])[CH3:19])([CH3:17])[CH3:16])=[N:11][CH:12]=1.[CH3:22][CH:23]1[CH2:28][CH2:27][C:26](=[O:29])[CH2:25][CH2:24]1.[Cl-].[NH4+]>C(OCC)C.C1COCC1.CCOC(C)=O>[Si:15]([C:14]#[C:13][C:10]1[N:11]=[CH:12][C:7]([C:26]2([OH:29])[CH2:27][CH2:28][CH:23]([CH3:22])[CH2:24][CH2:25]2)=[CH:8][CH:9]=1)([C:18]([CH3:21])([CH3:20])[CH3:19])([CH3:17])[CH3:16] |f:3.4|. Procedure details: 9.5 mL (16.19 mmol) of n-BuLi (1.6 M in THF) was slowly added under argon at −70° C. to a solution of 4.50 g (15.19 mmol) of 5-bromo-2-[(tert-butyldimethylsilanyl)ethynyl]pyridine in 50 mL of diethyl ether and 60 mL of THF and after the addition had ended the mixture was stirred for another 2 minutes. 1.86 mL (15.19 mmol) of 4-methylcyclohexanone was added and the mixture was slowly heated to RT. 150 mL of saturated aqueous ammonium chloride solution were added and the aqueous phase was exhausti...